This data is from the Open Reaction Database (ORD), a public repository of structured organic reaction records. The task is: describe an organic reaction: reactants, conditions, products, and yield Starting materials: C(=O)O.CN(C)CC1=CC(=C(OC2CN(C2)C(=O)OC(C)(C)C)C=C1)C (tert-Butyl 3-(4-((dimethylamino)methyl)-2-methylphenoxy)azetidine-1-carboxylate formate). Solvent: solution, Cl (HCl), CO (MeOH). Reaction conditions: time 8 hour. Product: N1CC(C1)OC1=C(C=C(C=C1)CN(C)C)C (1-(4-(Azetidin-3-yloxy)-3-methylphenyl)-N,N-dimethylmethanamine). Isolated yield 78.1%. RXN SMILES: C(O)=O.[CH3:4][N:5]([CH2:7][C:8]1[CH:25]=[CH:24][C:11]([O:12][CH:13]2[CH2:16][N:15](C(OC(C)(C)C)=O)[CH2:14]2)=[C:10]([CH3:26])[CH:9]=1)[CH3:6]>Cl.CO>[NH:15]1[CH2:14][CH:13]([O:12][C:11]2[CH:24]=[CH:25][C:8]([CH2:7][N:5]([CH3:6])[CH3:4])=[CH:9][C:10]=2[CH3:26])[CH2:16]1 |f:0.1|. Procedure: Intermediate 16A (1.9 g, 5.93 mmol) was dissolved in a 4.0 M solution of HCl in MeOH (30 mL) and the reaction mixture was stirred at RT overnight. The mixture was concentrated and the residue was dissolved in water. The aqueous solution was basified to pH=10 with aqueous NaOH (1.0 M) and then extracted with DCM (4×30 mL). The combined organic phases were filtered through a phase separator and the solvent was removed by evaporation. There was obtained 1.02 g (78%) of 16B as a colorless oil. 1H NM... Starting materials: [H-].[Na+] (sodium hydride), C(C=1C(O)=CC=CC1)(=O)OCC (ethyl salicylate), O (water), COC1=NC(=NC(=C1)OC)S(=O)(=O)C (4,6-dimethoxy-2-methylsulfonylpyrimidine). Solvent: petroleum ether, CN(C=O)C (dimethylformamide), CN(C=O)C (dimethylformamide). Conditions: temperature 100 celsius. The product is COC1=NC(=NC(=C1)OC)OC1=C(C(=O)OCC)C=CC=C1 (ethyl 2-(4,6-dimethoxypyrimidin-2-yloxy)benzoate). Yield: 85.6%. As a reaction SMILES: [H-].[Na+].[C:3]([O:12][CH2:13][CH3:14])(=[O:11])[C:4]1[C:5](=[CH:7][CH:8]=[CH:9][CH:10]=1)[OH:6].[CH3:15][O:16][C:17]1[CH:22]=[C:21]([O:23][CH3:24])[N:20]=[C:19](S(C)(=O)=O)[N:18]=1.O>CN(C)C=O>[CH3:15][O:16][C:17]1[CH:22]=[C:21]([O:23][CH3:24])[N:20]=[C:19]([O:6][C:5]2[CH:7]=[CH:8][CH:9]=[CH:10][C:4]=2[C:3]([O:12][CH2:13][CH3:14])=[O:11])[N:18]=1 |f:0.1|. Procedure: After washing with petroleum ether, 3.9 grams (0.079 mole) of 60% sodium hydride in mineral oil was suspended in 15 mL of dimethylformamide. The suspension was cooled, and a solution of 10.8 grams (0.065 mole) of ethyl salicylate in 20 mL of dimethylformamide was added dropwise with stirring. Upon completion of addition, the reaction mixture was stirred at ambient temperature for one hour, and then 10.5 grams (0.048 mole) of 4,6-dimethoxy-2-methylsulfonylpyrimidine (prepared as in Example 1, Ste... The reactants are N#CCCNCC(=O)O, COc1cc2ncnc(Nc3cccc(Cl)c3F)c2cc1C=O. Yields the product COc1cc2ncnc(Nc3cccc(Cl)c3F)c2cc1CN(CCC#N)CC(=O)O. RXN SMILES: [C:24](#[N:25])[CH2:26][CH2:27][NH:28][CH2:29][C:30](=[O:31])[OH:32].[Cl:1][c:2]1[c:3]([F:23])[c:4]([NH:5][c:6]2[n:7][cH:8][n:9][c:10]3[cH:11][c:12]([O:18][CH3:19])[c:13]([CH:16]=[O:17])[cH:14][c:15]23)[cH:20][cH:21][cH:22]1>>[Cl:1][c:2]1[c:3]([F:23])[c:4]([NH:5][c:6]2[n:7][cH:8][n:9][c:10]3[cH:11][c:12]([O:18][CH3:19])[c:13]([CH2:16][N:28]([CH2:27][CH2:26][C:24]#[N:25])[CH2:29][C:30](=[O:31])[OH:32])[cH:14][c:15]23)[cH:20][cH:21][cH:22]1. The reactants are NC1=NC=CC=C1OCOC (2-amino-3-methoxymethoxypyridine), S(=O)(=O)(C)OC(C(C)=O)CC#C (3-mesyloxy-5-hexyn-2-one). Run in C(C)O (ethanol). Reaction conditions: time 5 hour. Yields the product OC=1C=2N(C=CC1)C(=C(N2)C)CC#C (8-hydroxy-2-methyl-3-(2-propynyl)imidazo[1,2-a]pyridine). Isolated yield 21.3%. Reaction SMILES: [NH2:1][C:2]1[C:7]([O:8]COC)=[CH:6][CH:5]=[CH:4][N:3]=1.S(O[CH:17]([CH2:21][C:22]#[CH:23])[C:18](=O)[CH3:19])(C)(=O)=O>C(O)C>[OH:8][C:7]1[C:2]2[N:3]([C:17]([CH2:21][C:22]#[CH:23])=[C:18]([CH3:19])[N:1]=2)[CH:4]=[CH:5][CH:6]=1. Procedure details: A solution of 2-amino-3-methoxymethoxypyridine (7.5 g) and 3-mesyloxy-5-hexyn-2-one (10.18 g) in ethanol (150 ml) was refluxed for 46.5 hours and then evaporated in vacuo. To the residue was added 20% sulfuric acid (75 ml) and the mixture was stirred for 5 hours at room temperature. The mixture was made alkaline with sodium bicarbonate and extracted with chloroform. The extract was washed with brine, dried over magnesium sulfate, and evaporated in vacuo. The residue was purified by column chroma... Starting materials: ClCCCl, CNCc1cn(C)c2ccccc12, CCN(C(C)C)C(C)C, Cl, CN(C)C=O, O=C(O)C=Cc1cnc2c(c1)CCCC(=O)N2, O, On1nnc2ccccc21. The product is CN(Cc1cn(C)c2ccccc12)C(=O)C=Cc1cnc2c(c1)CCCC(=O)N2. As a reaction SMILES: [CH2:1]([Cl:2])[CH2:3][Cl:4].[CH3:23][n:24]1[cH:25][c:26]([CH2:33][NH:34][CH3:35])[c:27]2[cH:28][cH:29][cH:30][cH:31][c:32]12.[CH:47]([N:48]([CH:49]([CH3:50])[CH3:51])[CH2:52][CH3:53])([CH3:54])[CH3:55].[ClH:5].[O:56]=[CH:57][N:58]([CH3:59])[CH3:60].[O:6]=[C:7]1[CH2:8][CH2:9][CH2:10][c:11]2[c:12]([n:14][cH:15][c:16]([CH:18]=[CH:19][C:20](=[O:21])[OH:22])[cH:17]2)[NH:13]1.[OH2:46].[OH:36][n:37]1[c:38]2[c:39]([cH:40][cH:41][cH:42][cH:43]2)[n:44][n:45]1>>[O:6]=[C:7]1[CH2:8][CH2:9][CH2:10][c:11]2[c:12]([n:14][cH:15][c:16]([CH:18]=[CH:19][C:20](=[O:22])[N:34]([CH2:33][c:26]3[cH:25][n:24]([CH3:23])[c:32]4[c:27]3[cH:28][cH:29][cH:30][cH:31]4)[CH3:35])[cH:17]2)[NH:13]1. Reactants: [OH-].[Na+] (sodium hydroxide), BrC1=CC=C(CSC2=C(C=C(C=C2)C)C2=CC=CC(=N2)N2N=CC(=C2C(F)(F)F)C(=O)OCC)C=C1 (Ethyl 1-(6-{2-[(4-bromobenzyl)thio]-5-methylphenyl}pyridin-2-yl)-5-(trifluoromethyl)-1H-pyrazole-4-carboxylate), FC(C1=CC=C(C=C1)B(O)O)(F)F (4-(trifluoromethyl)phenylboronic acid), trans dichlorobis(triphenylphosphine) palladium (II), [F-].[Cs+] (cesium fluoride), C([O-])([O-])=O.[Na+].[Na+] (sodium carbonate). Run in CO (methanol), C(C)#N (acetonitrile). Conditions: temperature 90 celsius, time 30 minute. The product is C(=O)(C(F)(F)F)O (TFA), CC=1C=CC(=C(C1)C1=CC=CC(=N1)N1N=CC(=C1C(F)(F)F)C(=O)O)SCC1=CC=C(C=C1)C1=CC=C(C=C1)C(F)(F)F (1-{6-[5-Methyl-2-({[4′-(trifluoromethyl)biphenyl-4-yl]methyl}thio)phenyl]pyridin-2-yl}-5-(trifluoromethyl)-1H-pyrazole-4-carboxylic acid). Reaction SMILES: Br[C:2]1[CH:36]=[CH:35][C:5]([CH2:6][S:7][C:8]2[CH:13]=[CH:12][C:11]([CH3:14])=[CH:10][C:9]=2[C:15]2[N:20]=[C:19]([N:21]3[C:25]([C:26]([F:29])([F:28])[F:27])=[C:24]([C:30]([O:32]CC)=[O:31])[CH:23]=[N:22]3)[CH:18]=[CH:17][CH:16]=2)=[CH:4][CH:3]=1.[F:37][C:38]([F:49])([F:48])[C:39]1[CH:44]=[CH:43][C:42](B(O)O)=[CH:41][CH:40]=1.[F-].[Cs+].[C:52](=[O:55])([O-])[O-:53].[Na+].[Na+].[OH-].[Na+]>C(#N)C.CO>[C:52]([OH:53])([C:26]([F:29])([F:28])[F:27])=[O:55].[CH3:14][C:11]1[CH:12]=[CH:13][C:8]([S:7][CH2:6][C:5]2[CH:35]=[CH:36][C:2]([C:42]3[CH:43]=[CH:44][C:39]([C:38]([F:49])([F:48])[F:37])=[CH:40][CH:41]=3)=[CH:3][CH:4]=2)=[C:9]([C:15]2[N:20]=[C:19]([N:21]3[C:25]([C:26]([F:28])([F:29])[F:27])=[C:24]([C:30]([OH:32])=[O:31])[CH:23]=[N:22]3)[CH:18]=[CH:17][CH:16]=2)[CH:10]=1 |f:2.3,4.5.6,7.8|. Procedure: A solution of the title compound from Example 243 Step D (24 mg, 0.04 mmol), 4-(trifluoromethyl)phenylboronic acid (10.4 mg, 0.06 mmol), trans dichlorobis(triphenylphosphine) palladium (II) (8.9 mg, 0.01 mmol), and cesium fluoride (19 mg, 0.13 mmol), in acetonitrile (0.5 mL) was stirred for 5 min, then sodium carbonate (0.13 mL, 1.0 M aqueous, 0.13 mmol) was added. The resulting mixture was stirred at 90° C. After 30 minutes, the reaction mixture was allowed to cool to ambient temperature, then ... Reactants: FC(C(=O)O)(F)F.C(C)(=O)NC=1SC2=C(N1)C(=CC=C2)OC2=CC(=NC=N2)C2=C(C=C(C=C2)C(F)(F)F)NC(=O)[C@H]2NCC2 ((2S)-N-(2-(6-(2-acetamidobenzo[d]thiazol-4-yloxy)pyrimidin-4-yl)-5-(trifluoromethyl)phenyl)azetidine-2-carboxamide trifluoroacetic acid salt), C(C(C)C)=O (isobutyraldehyde). Product: C(C)(=O)NC=1SC2=C(N1)C(=CC=C2)OC2=CC(=NC=N2)C2=C(C=C(C=C2)C(F)(F)F)NC(=O)[C@H]2N(CC2)CC(C)C ((2S)-N-(2-(6-(2-Acetamidobenzo[d]thiazol-4-yloxy)pyrimidin-4-yl)-5-(trifluoromethyl)phenyl)-1-isobutylazetidine-2-carboxamide). RXN SMILES: FC(F)(F)C(O)=O.[C:8]([NH:11][C:12]1[S:13][C:14]2[CH:20]=[CH:19][CH:18]=[C:17]([O:21][C:22]3[N:27]=[CH:26][N:25]=[C:24]([C:28]4[CH:33]=[CH:32][C:31]([C:34]([F:37])([F:36])[F:35])=[CH:30][C:29]=4[NH:38][C:39]([C@@H:41]4[CH2:44][CH2:43][NH:42]4)=[O:40])[CH:23]=3)[C:15]=2[N:16]=1)(=[O:10])[CH3:9].[CH:45](=O)[CH:46]([CH3:48])[CH3:47]>>[C:8]([NH:11][C:12]1[S:13][C:14]2[CH:20]=[CH:19][CH:18]=[C:17]([O:21][C:22]3[N:27]=[CH:26][N:25]=[C:24]([C:28]4[CH:33]=[CH:32][C:31]([C:34]([F:35])([F:36])[F:37])=[CH:30][C:29]=4[NH:38][C:39]([C@@H:41]4[CH2:44][CH2:43][N:42]4[CH2:45][CH:46]([CH3:48])[CH3:47])=[O:40])[CH:23]=3)[C:15]=2[N:16]=1)(=[O:10])[CH3:9] |f:0.1|. Reported procedure: The title compound was prepared by reacting (2S)-N-(2-(6-(2-acetamidobenzo[d]thiazol-4-yloxy)pyrimidin-4-yl)-5-(trifluoromethyl)phenyl)azetidine-2-carboxamide trifluoroacetic acid salt [Example 37(c)] with isobutyraldehyde (Aldrich) under the conditions of Example 3(d). MS (ESI, pos. ion.) m/z: 585 (M+1). Mp: 174.4-174.9° C. The reactants are C#CC(O)c1cccc(Oc2ccccc2)c1, CC(C)C(C(=O)O)c1cnc(C(C)(C)C)nc1, CN(C)c1ccncc1, C(=NC1CCCCC1)=NC1CCCCC1, ClCCl. Yields the product C#CC(OC(=O)C(c1cnc(C(C)(C)C)nc1)C(C)C)c1cccc(Oc2ccccc2)c1. Reaction SMILES: [C:33](#[CH:34])[CH:35]([c:36]1[cH:37][c:38]([O:42][c:43]2[cH:44][cH:45][cH:46][cH:47][cH:48]2)[cH:39][cH:40][cH:41]1)[OH:49].[CH3:16][C:17]([CH3:18])([CH3:19])[c:20]1[n:21][cH:22][c:23]([CH:26]([C:27](=[O:28])[OH:29])[CH:30]([CH3:31])[CH3:32])[cH:24][n:25]1.[CH3:53][N:54]([CH3:55])[c:56]1[cH:57][cH:58][n:59][cH:60][cH:61]1.[CH:1]1([N:2]=[C:3]=[N:4][CH:5]2[CH2:6][CH2:7][CH2:8][CH2:9][CH2:10]2)[CH2:11][CH2:12][CH2:13][CH2:14][CH2:15]1.[Cl:50][CH2:51][Cl:52]>>[CH3:16][C:17]([CH3:18])([CH3:19])[c:20]1[n:21][cH:22][c:23]([CH:26]([C:27](=[O:28])[O:29][CH:35]([C:33]#[CH:34])[c:36]2[cH:37][c:38]([O:42][c:43]3[cH:44][cH:45][cH:46][cH:47][cH:48]3)[cH:39][cH:40][cH:41]2)[CH:30]([CH3:31])[CH3:32])[cH:24][n:25]1. Starting materials: Cl (HCl), N(=O)[O-].[Na+] (NaNO2), NC1=CC(NC(N1CCC)=O)=O (6-amino-1-propyl-2,4-(1H,3H)-pyrimidinedione). Run in O (water), O (water). The product is NC1=C(C(NC(N1CCC)=O)=O)N=O (6-amino-5-nitroso-1-propyl-2,4-(1H,3H)-pyrimidinedione). Reaction SMILES: [NH2:1][C:2]1[N:7]([CH2:8][CH2:9][CH3:10])[C:6](=[O:11])[NH:5][C:4](=[O:12])[CH:3]=1.Cl.[N:14]([O-])=[O:15].[Na+]>O>[NH2:1][C:2]1[N:7]([CH2:8][CH2:9][CH3:10])[C:6](=[O:11])[NH:5][C:4](=[O:12])[C:3]=1[N:14]=[O:15] |f:2.3|. Procedure details: To 34.3 g (0.20 mol) of 6-amino-1-propyl-2,4-(1H,3H)-pyrimidinedione (II), dissolved in 900 ml hot water, was added 45 ml of 5 N HCl and 15 g of NaNO2 (0.22 mol) which was dissolved in water. After cooling the red crystals were filtered off and washed with water. Yield 33.3 g (83%) (III) NMR. The reactants are 3-cyano, [OH-].[NH4+] (ammonium hydroxide), CC1=C2C=C(C(NC2=CC=N1)=O)C#N (1,2-dihydro-5-methyl-2-oxo-1,6-naphthyridine-3-carbonitrile), S(O)(O)(=O)=O (sulfuric acid). The solvent is O (water). The product is CC1=C2C=CC(NC2=CC=N1)=O (5-methyl-1,6-naphthyridin-2(1H)-one). RXN SMILES: [CH3:1][C:2]1[N:11]=[CH:10][CH:9]=[C:8]2[C:3]=1[CH:4]=[C:5](C#N)[C:6](=[O:12])[NH:7]2.S(=O)(=O)(O)O.[OH-].[NH4+]>O>[CH3:1][C:2]1[N:11]=[CH:10][CH:9]=[C:8]2[C:3]=1[CH:4]=[CH:5][C:6](=[O:12])[NH:7]2 |f:2.3|. Procedure: 5-Methyl-1,6-naphthyridin-2(1H)-one also was prepared directly from the corresponding 3-cyano compound, as follows: A 650 g portion of 1,2-dihydro-5-methyl-2-oxo-1,6-naphthyridine-3-carbonitrile was added with stirring at room temperature to a solution of 2100 ml 8 M sulfuric acid in 350 ml of water. The reaction mixture was stirred mechanically and refluxed (internal temperature at 215°-220° C.) for 24 hours. The dark solution was allowed to come to ambient temperature and poured on ice. The so...